This data is from the Open Reaction Database (ORD), a public repository of structured organic reaction records. The task is: describe an organic reaction: reactants, conditions, products, and yield The reactants are C(#N)C1=C(C=C(C=C1)C1=NC(=NC(=C1)N1CCCCC1)N(C(C)=O)C)F (N-[4-(4-cyano-3-fluorophenyl)-6-(1-piperidinyl)-2-pyrimidinyl]-N-methylacetamide), O.NN (hydrazine monohydrate). The solvent is CCO (EtOH). Reaction conditions: temperature 95 celsius, time 8 hour. Yields the product CNC1=NC(=CC(=N1)C1=CC=C2C(=NNC2=C1)N)N1CCCCC1 (6-[2-(Methylamino)-6-(1-piperidinyl)-4-pyrimidinyl]-1H-indazol-3-amine). Yield: 50.6%. Reaction SMILES: [C:1]([C:3]1[CH:8]=[CH:7][C:6]([C:9]2[CH:14]=[C:13]([N:15]3[CH2:20][CH2:19][CH2:18][CH2:17][CH2:16]3)[N:12]=[C:11]([N:21](C)[C:22](=O)C)[N:10]=2)=[CH:5][C:4]=1F)#[N:2].O.[NH2:28][NH2:29]>CCO>[CH3:22][NH:21][C:11]1[N:10]=[C:9]([C:6]2[CH:5]=[C:4]3[C:3]([C:1]([NH2:2])=[N:28][NH:29]3)=[CH:8][CH:7]=2)[CH:14]=[C:13]([N:15]2[CH2:20][CH2:19][CH2:18][CH2:17][CH2:16]2)[N:12]=1 |f:1.2|. Procedure details: In a 25 mL sealable tube were combined N-[4-(4-cyano-3-fluorophenyl)-6-(1-piperidinyl)-2-pyrimidinyl]-N-methylacetamide (0.04 g, 0.11 mmol) and hydrazine monohydrate (0.11 mL, 2.21 mmol) in EtOH (10 mL). The tube was sealed, and the reaction mixture was stirred overnight at 95° C. The reaction was cooled to room temperature and concentrated. The resulting oil was dissolved in EtOH (3 mL) followed by the addition of water (6 mL). Since no solid was observed (a yellow oil was formed), the mixture ...